Dataset: the Open Reaction Database (ORD), a public repository of structured organic reaction records. Task: describe an organic reaction: reactants, conditions, products, and yield The reactants are FC1=CC=C(C2=CC=CC=C12)C(CCCCC(=O)OCC)=O (Ethyl 6-(4-fluoro-1-naphthyl)-6-oxohexanoate), BrBr (bromine), aqueous solution, S(=O)([O-])[O-].[Na+].[Na+] (sodium sulfite), BrBr (bromine). Run in C(Cl)Cl (methylene chloride). Product: BrC(CCCC(=O)OCC)C(=O)C1=CC=C(C2=CC=CC=C12)F (ethyl 5-bromo-6-(4-fluoro-1-naphthyl)-6-oxohexanoate). Reaction SMILES: [F:1][C:2]1[C:11]2[C:6](=[CH:7][CH:8]=[CH:9][CH:10]=2)[C:5]([C:12](=[O:22])[CH2:13][CH2:14][CH2:15][CH2:16][C:17]([O:19][CH2:20][CH3:21])=[O:18])=[CH:4][CH:3]=1.[Br:23]Br.S([O-])([O-])=O.[Na+].[Na+]>C(Cl)Cl>[Br:23][CH:13]([C:12]([C:5]1[C:6]2[C:11](=[CH:10][CH:9]=[CH:8][CH:7]=2)[C:2]([F:1])=[CH:3][CH:4]=1)=[O:22])[CH2:14][CH2:15][CH2:16][C:17]([O:19][CH2:20][CH3:21])=[O:18] |f:2.3.4|. Procedure details: Ethyl 6-(4-fluoro-1-naphthyl)-6-oxohexanoate (27.7 g) was dissolved in methylene chloride (100 ml), and bromine (14.6 g) was added dropwise with stirring at room temperature. After an hour of stirring at room temperature, a 10% aqueous solution of sodium sulfite was carefully added until disappearance of the red color of bromine, which was extracted with diethyl ether (300 ml×2). The organic layer was washed with a 10% aqueous solution of sodium hydrogen carbonate (100 ml), dried over anhydrous ...